Task: describe an organic reaction: reactants, conditions, products, and yield. Dataset: the Open Reaction Database (ORD), a public repository of structured organic reaction records The reactants are C([O-])(O)=O.[Na+] (Sodium bicarbonate), C12SC(C(C=C1)CC2)=NO (2-thiabicyclo[2.2.2]oct-5-en-3-one oxime), O1CCCC=C1 (dihydropyran), CC1=CC=C(C=C1)S(=O)(=O)O.O (ptoluenesulfonic acid). Solvent: C(Cl)Cl (methylene chloride). Product: O1C(CCCC1)ON=C1SC2C=CC1CC2 (2-Thiabicyclo[2.2.2]oct-5-en-3-one O-(2-tetrahydropyranyl)oxime). The yield is 93.4%. As a reaction SMILES: [CH:1]12[CH2:8][CH2:7][CH:4]([CH:5]=[CH:6]1)[C:3](=[N:9][OH:10])[S:2]2.[O:11]1[CH:16]=[CH:15][CH2:14][CH2:13][CH2:12]1.CC1C=CC(S(O)(=O)=O)=CC=1.O.C(=O)(O)[O-].[Na+]>C(Cl)Cl>[O:11]1[CH2:16][CH2:15][CH2:14][CH2:13][CH:12]1[O:10][N:9]=[C:3]1[CH:4]2[CH2:7][CH2:8][CH:1]([CH:6]=[CH:5]2)[S:2]1 |f:2.3,4.5|. Reported procedure: A solution of 10 g (0.06 m) of 2-thiabicyclo[2.2.2]oct-5-en-3-one oxime, 9 g (0.1 m) of 98% dihydropyran, and a catalytic amount of ptoluenesulfonic acid in 30 ml of methylene chloride was heated under reflux overnight. Sodium bicarbonate was added to neutrality. The residue after removal of solvent was purified by dry column chromatography (silica gel-ethyl acetate:hexane::1:1) to give 14.4 g of yellow solid. Recrystallization from etherhexane yielded 10.1 g of the title compound as a white sol...